From a dataset of the Open Reaction Database (ORD), a public repository of structured organic reaction records. describe an organic reaction: reactants, conditions, products, and yield Reactants: CC(C(=O)NC=1C=C(C=CC1)CC(=O)O)=CC1=CC=C(C=C1)Cl (3-(α-methyl-4'-chlorocinnamoylamino)phenylacetic acid), [OH-].[Na+] (sodium hydroxide). The solvent is alcohol. The product is CC(C(=O)NC=1C=C(C=CC1)CC(=O)[O-])=CC1=CC=C(C=C1)Cl.[Na+] (sodium 3-(α-methyl-4'-chlorocinnamoylamino)phenylacetate). Reaction SMILES: [CH3:1][C:2](=[CH:16][C:17]1[CH:22]=[CH:21][C:20]([Cl:23])=[CH:19][CH:18]=1)[C:3]([NH:5][C:6]1[CH:7]=[C:8]([CH2:12][C:13]([OH:15])=[O:14])[CH:9]=[CH:10][CH:11]=1)=[O:4].[OH-].[Na+:25]>>[CH3:1][C:2](=[CH:16][C:17]1[CH:18]=[CH:19][C:20]([Cl:23])=[CH:21][CH:22]=1)[C:3]([NH:5][C:6]1[CH:7]=[C:8]([CH2:12][C:13]([O-:15])=[O:14])[CH:9]=[CH:10][CH:11]=1)=[O:4].[Na+:25] |f:1.2,3.4|. Procedure: 330 Milligrams of 3-(α-methyl-4'-chlorocinnamoylamino)phenylacetic acid were dissolved in an alcohol and an equivalent amount of sodium hydroxide was added to the solution. The solution was warmed for 30 minutes and then concentrated under reduced pressure. Ether was added to the residual liquid to precipitate crystals which were then collected by filtration to obtain sodium 3-(α-methyl-4'-chlorocinnamoylamino)phenylacetate. Starting materials: N, [N+](CCCC)(CCCC)(CCCC)CCCC.[BH3-], C1CN(C[C@@H](C1=O)O)S(=O)(=O)C. Reagents/catalysts: c1ccc(cc1)-c2c3ccccc3cc4ccccc24 (9-Phenylanthracene), CC(C)[O-].CC(C)[O-].CC(C)[O-].CC(C)[O-].[Ti+4] (Ti(OiPr)4). Reaction conditions: temperature 25 celsius, time 18 hour. Yields the product CS(=O)(=O)N1CC[C@@H](N)[C@@H](O)C1. Reaction SMILES: [CH3:1][S:2]([N:5]1[CH2:11][C@H:9]([OH:10])[C:8](=O)[CH2:7][CH2:6]1)(=[O:4])=[O:3].[NH3:12].[BH4-].CCCC[N+](CCCC)(CCCC)CCCC>>[CH3:1][S:2]([N:5]1[CH2:11][C@H:9]([OH:10])[C@H:8]([NH2:12])[CH2:7][CH2:6]1)(=[O:4])=[O:3]. The product is hexanes ethyl acetate, COC(C(CC1CCCC1)C1=CC=C(C=C1)Br)=O (2-(4-bromo-phenyl)-3-cyclopentyl-propionic acid methyl ester). Run at temperature 25 celsius. The reagents and catalysts are S(O)(O)(=O)=O (sulfuric acid). Starting materials: BrC1=CC=C(C=C1)C(C(=O)O)CC1CCCC1 (2-(4-bromo-phenyl)-3-cyclopentyl-propionic acid), CO (methanol). Reported procedure: A solution of 2-(4-bromo-phenyl)-3-cyclopentyl-propionic acid (1.37 g, 4.61 mmol) in methanol (23 mL) was treated slowly with 5 drops of concentrated sulfuric acid. The resulting reaction mixture was heated under reflux for 42 h. The reaction mixture was allowed to cool to 25° C. and then concentrated in vacuo to remove methanol. The residue was diluted with ethyl acetate (200 mL). The organic phase was washed with a saturated aqueous sodium bicarbonate solution (1×100 mL), washed with a saturat... The yield is 97.0%. RXN SMILES: [Br:1][C:2]1[CH:7]=[CH:6][C:5]([CH:8]([CH2:12][CH:13]2[CH2:17][CH2:16][CH2:15][CH2:14]2)[C:9]([OH:11])=[O:10])=[CH:4][CH:3]=1.[CH3:18]O>S(=O)(=O)(O)O>[CH3:18][O:10][C:9](=[O:11])[CH:8]([C:5]1[CH:4]=[CH:3][C:2]([Br:1])=[CH:7][CH:6]=1)[CH2:12][CH:13]1[CH2:17][CH2:16][CH2:15][CH2:14]1. Reactants: C1=CC=CCC1 (cyclohexadiene), butylated hydroxytoluene, FC=1C=C(C=CC1F)C=1C(N(C(C1)=O)C)=O (3-(3,4-difluorophenyl)-1-methyl-1H-pyrrole-2,5-dione), diene. The solvent is CCCCCC (hexane), C(Cl)(Cl)Cl (chloroform), C(C)(=O)OCC (ethyl acetate). The product is FC=1C=C(C=CC1F)C12C(N(C(C2C2C=CC1CC2)=O)C)=O (3a-(3,4-difluorophenyl)-3a,4,7,7a-tetrahydro-2-methyl-4,7-ethano-1H-isoindole-1,3(2H)-dione). As a reaction SMILES: [F:1][C:2]1[CH:3]=[C:4]([C:9]2[C:10](=[O:16])[N:11]([CH3:15])[C:12](=[O:14])[CH:13]=2)[CH:5]=[CH:6][C:7]=1[F:8].[CH:17]1[CH2:22][CH2:21][CH:20]=[CH:19][CH:18]=1>C(Cl)(Cl)Cl.C(OCC)(=O)C.CCCCCC>[F:1][C:2]1[CH:3]=[C:4]([C:9]23[CH:19]4[CH2:20][CH2:21][CH:22]([CH:17]=[CH:18]4)[CH:13]2[C:12](=[O:14])[N:11]([CH3:15])[C:10]3=[O:16])[CH:5]=[CH:6][C:7]=1[F:8]. Procedure: A 5.0 g amount of 3-(3,4-difluorophenyl)-1-methyl-1H-pyrrole-2,5-dione was dissolved in 25 ml of chloroform with warming. The solution was cooled to room temperature and 2.0 g of cyclohexadiene was added. After prolonged standing another 11/2 ml of diene was added with a small amount of butylated hydroxytoluene. The solution was heated at reflux for 24 hours. The reaction mixture was subjected to high pressure liquid chromatography using a silica gel column and 20% ethyl acetate in hexane as elu... The reactants are CN(C)C=O, ClCCl, Cl, O=S(Cl)Cl, O=C(O)C=Cc1ccc(N(c2ccccc2)c2ccccc2)cc1. The product is O=C(Cl)C=Cc1ccc(N(c2ccccc2)c2ccccc2)cc1. RXN SMILES: [CH3:29][N:30]([CH3:31])[CH:32]=[O:33].[Cl:35][CH2:36][Cl:37].[ClH:34].[S:25]([Cl:26])([Cl:27])=[O:28].[c:1]1([N:7]([c:8]2[cH:9][cH:10][cH:11][cH:12][cH:13]2)[c:14]2[cH:15][cH:16][c:17]([CH:18]=[CH:19][C:20](=[O:21])[OH:22])[cH:23][cH:24]2)[cH:2][cH:3][cH:4][cH:5][cH:6]1>>[c:1]1([N:7]([c:8]2[cH:9][cH:10][cH:11][cH:12][cH:13]2)[c:14]2[cH:15][cH:16][c:17]([CH:18]=[CH:19][C:20](=[O:21])[Cl:27])[cH:23][cH:24]2)[cH:2][cH:3][cH:4][cH:5][cH:6]1. Run at time 2 hour. The product is CO[C@H]1C[C@H](C[C@@H]1O[N+](=O)[O-])C(=O)OC (methyl (1R*,3S*,4S*)-3-methoxy-4-(nitrooxy)cyclopentanecarboxylate). Reactants: [N+](=O)(O)[O-] (nitric acid), O[C@@H]1C[C@H](C[C@H]1OC)C(=O)OC (methyl (1R*,3R*,4R*)-3-hydroxy-4-methoxycyclopentanecarboxylate), C(O)([O-])=O.[Na+] (sodium hydrogen carbonate). Reported procedure: To an acetic anhydride (10 mL) solution of nitric acid (5.0 mL, 78 mmol) at 0° C. was added methyl (1R*,3R*,4R*)-3-hydroxy-4-methoxycyclopentanecarboxylate (1.0 g, 5.7 mmol). After 2 hours, the reaction mixture was slowly added to a saturated solution of sodium hydrogen carbonate solution. The aqueous layer was extracted with ethyl acetate (3×100 mL), and the combined organic extracts were washed with brine, dried (magnesium sulfate), and concentrated in vacuo to afford the crude product. The re... RXN SMILES: [N+:1]([O-:4])([OH:3])=[O:2].O[C@H:6]1[C@H:10]([O:11][CH3:12])[CH2:9][C@H:8]([C:13]([O:15][CH3:16])=[O:14])[CH2:7]1.C(=O)([O-])O.[Na+]>C(OC(=O)C)(=O)C>[CH3:12][O:11][C@@H:10]1[C@@H:6]([O:2][N+:1]([O-:4])=[O:3])[CH2:7][C@H:8]([C:13]([O:15][CH3:16])=[O:14])[CH2:9]1 |f:2.3|. Solvent: C(C)(=O)OC(C)=O (acetic anhydride). Reactants: CC(C)(C)[Si](C)(C)OCCBr, O=C([O-])[O-], CC#N, CCOC(C)=O, [K+], [K+], CCOC(=O)c1cc(C(=O)OCC)[nH]n1. The product is CCOC(=O)c1cc(C(=O)OCC)n(CCO[Si](C)(C)C(C)(C)C)n1. Reaction SMILES: [Br:22][CH2:23][CH2:24][O:25][Si:26]([CH3:27])([CH3:28])[C:29]([CH3:30])([CH3:31])[CH3:32].[C:16](=[O:17])([O-:18])[O-:19].[CH3:33][C:34]#[N:35].[CH3:36][CH2:37][O:38][C:39](=[O:40])[CH3:41].[K+:20].[K+:21].[nH:1]1[n:2][c:3]([C:11](=[O:12])[O:13][CH2:14][CH3:15])[cH:4][c:5]1[C:6](=[O:7])[O:8][CH2:9][CH3:10]>>[n:1]1([CH2:23][CH2:24][O:25][Si:26]([CH3:27])([CH3:28])[C:29]([CH3:30])([CH3:31])[CH3:32])[n:2][c:3]([C:11](=[O:12])[O:13][CH2:14][CH3:15])[cH:4][c:5]1[C:6](=[O:7])[O:8][CH2:9][CH3:10].